This data is from the Open Reaction Database (ORD), a public repository of structured organic reaction records. The task is: describe an organic reaction: reactants, conditions, products, and yield Reactants: BrC=1C=C2C(=NNC(C2=CC1)=O)Cl (6-bromo-4-chloro-2H-phthalazin-1-one), NCC=1C=NC=CC1 (3-(aminomethyl)pyridine), C=1C=CC(=CC1)P(C=2C=CC=CC2)C3=CC=C4C=CC=CC4=C3C5=C6C=CC=CC6=CC=C5P(C=7C=CC=CC7)C=8C=CC=CC8 (rac-BINAP), CC(C)(C)[O-].[Na+] (NaOtBu). Reagents/catalysts: C=1C=CC(=CC1)/C=C/C(=O)/C=C/C2=CC=CC=C2.C=1C=CC(=CC1)/C=C/C(=O)/C=C/C2=CC=CC=C2.C=1C=CC(=CC1)/C=C/C(=O)/C=C/C2=CC=CC=C2.[Pd].[Pd] (Pd2(dba)3). The solvent is CC(=O)N(C)C (DMA). Yields the product ClC1=NNC(C2=CC=C(C=C12)NCC=1C=NC=CC1)=O (4-chloro-6-[(pyridin-3-ylmethyl)-amino]-2H-phthalazin-1-one). Isolated yield 18.7%. RXN SMILES: Br[C:2]1[CH:3]=[C:4]2[C:9](=[CH:10][CH:11]=1)[C:8](=[O:12])[NH:7][N:6]=[C:5]2[Cl:13].[NH2:14][CH2:15][C:16]1[CH:17]=[N:18][CH:19]=[CH:20][CH:21]=1.C1C=CC(P(C2C(C3C(P(C4C=CC=CC=4)C4C=CC=CC=4)=CC=C4C=3C=CC=C4)=C3C(C=CC=C3)=CC=2)C2C=CC=CC=2)=CC=1.CC([O-])(C)C.[Na+]>CC(N(C)C)=O.C1C=CC(/C=C/C(/C=C/C2C=CC=CC=2)=O)=CC=1.C1C=CC(/C=C/C(/C=C/C2C=CC=CC=2)=O)=CC=1.C1C=CC(/C=C/C(/C=C/C2C=CC=CC=2)=O)=CC=1.[Pd].[Pd]>[Cl:13][C:5]1[C:4]2[C:9](=[CH:10][CH:11]=[C:2]([NH:14][CH2:15][C:16]3[CH:17]=[N:18][CH:19]=[CH:20][CH:21]=3)[CH:3]=2)[C:8](=[O:12])[NH:7][N:6]=1 |f:3.4,6.7.8.9.10|. Procedure details: A mixture 6-bromo-4-chloro-2H-phthalazin-1-one (150 mg, 0.578 mmol), 3-(aminomethyl)pyridine (0.064 mL, 0.636 mmol), Pd2(dba)3 (53 mg, 0.058 mmol), rac-BINAP (115 mg, 0.185 mmol) and NaOtBu (169 mg, 1.759 mmol) in DMA (5 mL) was heated at 85° C. for 2 h. The mixture was allowed to cool, then filtered. Preparatory HPLC afforded 4-chloro-6-[(pyridin-3-ylmethyl)-amino]-2H-phthalazin-1-one hydroformate (31 mg) as a yellow solid, 1H (400 MHz, d6-DMSO) δ: 4.41 (d, 2H), 6.78 (d, 1H), 7.12 (dd, 1H), 7.3... Starting materials: ClC1=C(C=O)C(=CC=C1)O (2-chloro-6-hydroxy-benzaldehyde), BrCCCCCCCCC (1-bromononane). The product is ClC1=C(C=O)C(=CC=C1)OCCCCCCCCC (2-chloro-6-nonyloxy benzaldehyde). Reaction SMILES: [Cl:1][C:2]1[CH:9]=[CH:8][CH:7]=[C:6]([OH:10])[C:3]=1[CH:4]=[O:5].Br[CH2:12][CH2:13][CH2:14][CH2:15][CH2:16][CH2:17][CH2:18][CH2:19][CH3:20]>>[Cl:1][C:2]1[CH:9]=[CH:8][CH:7]=[C:6]([O:10][CH2:12][CH2:13][CH2:14][CH2:15][CH2:16][CH2:17][CH2:18][CH2:19][CH3:20])[C:3]=1[CH:4]=[O:5]. Procedure details: 2-chloro-6-hydroxy-benzaldehyde was alkylated with 1-bromononane as in Example 1 to give 2-chloro-6-nonyloxy benzaldehyde. Reduction with sodium borohydroxide as in Example 1 gave 2-chloro-6-nonyloxy benzyl alcohol which on treatment with triphenylphosphine hydrobromide in acetonitrile as in Example 1 yielded [[2-chloro-6-nonyl-oxy]phenyl]methyl]triphenyl phosphonium bromide. Condensation with 7-formyl-3-methyl-2,4,6-octatrienoic acid ethyl ester as described in Example 3 produced (All E)-9-[2-c... Reported procedure: Methyl (E)-3-[5(2-methylsulfonylbenzenesulfonylamino)-1H-indazol-3-yl]acrylate can be obtained in the following way: 40 μl of iodotrimethylsilane are added dropwise to a solution, maintained under an atmosphere of argon, of 150 mg of methyl (E)-3-[5(2-methylsulfonylbenzenesulfonylamino)-1-tert-butoxycarbonylindazol-3-yl]acrylate in 10 ml of chloroform, and the mixture is stirred at a temperature in the region of 20° C. for 16 hours. 5 ml of an aqueous solution containing 5% of aqueous ammonia ar... Solvent: C(Cl)(Cl)Cl (chloroform). Yield: 15.6%. Run at temperature 20 celsius, time 16 hour. The reactants are I[Si](C)(C)C (iodotrimethylsilane), CS(=O)(=O)C1=C(C=CC=C1)S(=O)(=O)NC=1C=C2C(=NN(C2=CC1)C(=O)OC(C)(C)C)/C=C/C(=O)OC (methyl (E)-3-[5(2-methylsulfonylbenzenesulfonylamino)-1-tert-butoxycarbonylindazol-3-yl]acrylate), aqueous solution, N (ammonia). RXN SMILES: I[Si](C)(C)C.[CH3:6][S:7]([C:10]1[CH:15]=[CH:14][CH:13]=[CH:12][C:11]=1[S:16]([NH:19][C:20]1[CH:21]=[C:22]2[C:26](=[CH:27][CH:28]=1)[N:25](C(OC(C)(C)C)=O)[N:24]=[C:23]2/[CH:36]=[CH:37]/[C:38]([O:40][CH3:41])=[O:39])(=[O:18])=[O:17])(=[O:9])=[O:8].N>C(Cl)(Cl)Cl>[CH3:6][S:7]([C:10]1[CH:15]=[CH:14][CH:13]=[CH:12][C:11]=1[S:16]([NH:19][C:20]1[CH:21]=[C:22]2[C:26](=[CH:27][CH:28]=1)[NH:25][N:24]=[C:23]2/[CH:36]=[CH:37]/[C:38]([O:40][CH3:41])=[O:39])(=[O:17])=[O:18])(=[O:9])=[O:8]. Product: CS(=O)(=O)C1=C(C=CC=C1)S(=O)(=O)NC=1C=C2C(=NNC2=CC1)/C=C/C(=O)OC (methyl (E)-3-[5(2-methylsulfonylbenzenesulfonylamino)-1H-indazol-3-yl]-acrylate).